From a dataset of the Open Reaction Database (ORD), a public repository of structured organic reaction records. describe an organic reaction: reactants, conditions, products, and yield Reactants: NC[C@H]1N(CCC[C@H]1C)C(=O)C1=C(C=CC(=C1)C)C1=NC=CC=N1 (((2S,3R)-2-(aminomethyl)-3-methylpiperidin-1-yl)(5-methyl-2-(pyrimidin-2-yl)phenyl)methanone), ClC1=NC=C(C#N)C=C1 (6-chloronicotinonitrile). Product: C[C@H]1[C@H](N(CCC1)C(C1=C(C=CC(=C1)C)C1=NC=CC=N1)=O)CNC1=NC=C(C#N)C=C1 (6-((((2S,3R)-3-Methyl-1-(5-methyl-2-(pyrimidin-2-yl)benzoyl)piperidin-2-yl)methyl)amino)nicotinonitrile). As a reaction SMILES: [NH2:1][CH2:2][C@@H:3]1[C@H:8]([CH3:9])[CH2:7][CH2:6][CH2:5][N:4]1[C:10]([C:12]1[CH:17]=[C:16]([CH3:18])[CH:15]=[CH:14][C:13]=1[C:19]1[N:24]=[CH:23][CH:22]=[CH:21][N:20]=1)=[O:11].Cl[C:26]1[CH:33]=[CH:32][C:29]([C:30]#[N:31])=[CH:28][N:27]=1>>[CH3:9][C@@H:8]1[CH2:7][CH2:6][CH2:5][N:4]([C:10](=[O:11])[C:12]2[CH:17]=[C:16]([CH3:18])[CH:15]=[CH:14][C:13]=2[C:19]2[N:20]=[CH:21][CH:22]=[CH:23][N:24]=2)[C@@H:3]1[CH2:2][NH:1][C:26]1[CH:33]=[CH:32][C:29]([C:30]#[N:31])=[CH:28][N:27]=1. Procedure details: The title compound was prepared following the same general protocol as described for Example A1, using ((2S,3R)-2-(aminomethyl)-3-methylpiperidin-1-yl)(5-methyl-2-(pyrimidin-2-yl)phenyl)methanone and 6-chloronicotinonitrile. ESI-MS (m/z): 427 [M+1]+. The reactants are CCOC(=O)[C@@H]1N(C(CC1)=O)C(=O)OC(C)(C)C ((R)-5-oxopyrrolidine-1,2-dicarboxylic acid 1-tert-butyl ester 2-ethyl ester), ClC1=CC=C(C=C1)[Mg]Br (4-chlorophenylmagnesium bromide), O (Water). Solvent: O1CCCC1 (tetrahydrofuran). Conditions: time 1 hour. Yields the product C(C)(C)(C)OC(=O)N[C@@H](C(=O)OCC)CCC(=O)C1=CC=C(C=C1)Cl (ethyl (R)-2-tert-butoxycarbonylamino-5-(4-chlorophenyl)-5-oxopentanoate). As a reaction SMILES: [CH3:1][CH2:2][O:3][C:4]([C@H:6]1[CH2:10][CH2:9][C:8](=[O:11])[N:7]1[C:12]([O:14][C:15]([CH3:18])([CH3:17])[CH3:16])=[O:13])=[O:5].[Cl:19][C:20]1[CH:25]=[CH:24][C:23]([Mg]Br)=[CH:22][CH:21]=1.O>O1CCCC1>[C:15]([O:14][C:12]([NH:7][C@H:6]([CH2:10][CH2:9][C:8]([C:23]1[CH:24]=[CH:25][C:20]([Cl:19])=[CH:21][CH:22]=1)=[O:11])[C:4]([O:3][CH2:2][CH3:1])=[O:5])=[O:13])([CH3:18])([CH3:17])[CH3:16]. Reported procedure: To a solution of (R)-5-oxopyrrolidine-1,2-dicarboxylic acid 1-tert-butyl ester 2-ethyl ester (CAS No. 128811-48-3; 4.0 g) in tetrahydrofuran (100 mL), 4-chlorophenylmagnesium bromide (1.0 M solution in diethyl ether; 17.1 mL) was added dropwise at −40° C. over 20 minutes, and the reaction solution was stirred at −40° C. to 0° C. for one hour. Water was added to the solution in small portions at 0° C., followed by extraction with ethyl acetate. The extract was washed with brine, dried over anhydr... Reactants: ClC1=C(OCCCOC2=CC=C(C(=N)NO)C=C2)C(=CC(=C1)OCC=C(Cl)Cl)Cl (4-{3-[2,6-dichloro-4-(3,3-dichloro-allyloxy)-phenoxy]-propoxy}-N-hydroxybenzamidine), C(C)(=O)Cl (acetyl chloride), N1=CC=CC=C1 (pyridine). Solvent: C1(=CC=CC=C1)C (toluene). Reaction conditions: time 4 hour. The product is ClC1=C(OCCCOC2=CC=C(C=C2)C2=NOC(=N2)C)C(=CC(=C1)OCC=C(Cl)Cl)Cl (3-(4-{3-[2,6-dichloro-4-(3,3-dichloro-allyloxy)-phenoxy]-propoxy}-phenyl)-5-methyl-[1,2,4]oxadiazole), compound 1.10. RXN SMILES: [Cl:1][C:2]1[CH:22]=[C:21]([O:23][CH2:24][CH:25]=[C:26]([Cl:28])[Cl:27])[CH:20]=[C:19]([Cl:29])[C:3]=1[O:4][CH2:5][CH2:6][CH2:7][O:8][C:9]1[CH:18]=[CH:17][C:12]([C:13]([NH:15][OH:16])=[NH:14])=[CH:11][CH:10]=1.[C:30](Cl)(=O)[CH3:31].N1C=CC=CC=1>C1(C)C=CC=CC=1>[Cl:1][C:2]1[CH:22]=[C:21]([O:23][CH2:24][CH:25]=[C:26]([Cl:28])[Cl:27])[CH:20]=[C:19]([Cl:29])[C:3]=1[O:4][CH2:5][CH2:6][CH2:7][O:8][C:9]1[CH:10]=[CH:11][C:12]([C:13]2[N:14]=[C:30]([CH3:31])[O:16][N:15]=2)=[CH:17][CH:18]=1. Procedure details: 100 mg of 4-{3-[2,6-dichloro-4-(3,3-dichloro-allyloxy)-phenoxy]-propoxy}-N-hydroxybenzamidine are placed in 2 ml of toluene. 20 mg of acetyl chloride and 2 ml of pyridine are added, and heating is carried out for 4 hours at 120° C. The reaction mixture is concentrated, and the residue is taken up in ethyl acetate and washed with dilute hydrochloric acid and water. Concentration of the organic phase and purification over silica gel yield the title compound (compound 1.10). The reactants are Cl.ClC1=CC=C(C=C1)C1=NNC(=C1)C(=O)NC1=CC=C(C=C1)[C@@H]1CNCCO1 ((R)-3-(4-chlorophenyl)-N-(4-(morpholin-2-yl)phenyl)-1H-pyrazole-5-carboxamide hydrochloride), CN1N=C(C=C1C(=O)O)C1=CC=CC=C1 (1-Methyl-3-phenyl-1H-pyrazole-5-carboxylic acid). Product: Cl.CN1N=C(C=C1C(=O)NC1=CC=C(C=C1)[C@@H]1CNCCO1)C1=CC=CC=C1 ((R)-1-methyl-N-(4-(morpholin-2-yl)phenyl)-3-phenyl-1H-pyrazole-5-carboxamide hydrochloride). Reaction SMILES: Cl.[Cl:2][C:3]1[CH:8]=[CH:7][C:6]([C:9]2[CH:13]=[C:12]([C:14]([NH:16][C:17]3[CH:22]=[CH:21][C:20]([C@H:23]4[O:28][CH2:27][CH2:26][NH:25][CH2:24]4)=[CH:19][CH:18]=3)=[O:15])[NH:11][N:10]=2)=[CH:5][CH:4]=1.[CH3:29]N1C(C(O)=O)=CC(C2C=CC=CC=2)=N1>>[ClH:2].[CH3:29][N:11]1[C:12]([C:14]([NH:16][C:17]2[CH:22]=[CH:21][C:20]([C@H:23]3[O:28][CH2:27][CH2:26][NH:25][CH2:24]3)=[CH:19][CH:18]=2)=[O:15])=[CH:13][C:9]([C:6]2[CH:7]=[CH:8][CH:3]=[CH:4][CH:5]=2)=[N:10]1 |f:0.1,3.4|. Reported procedure: The title compound was prepared in analogy to Example 1 using (R)-tert-butyl 2-(4-aminophenyl)morpholine-4-carboxylate (prepared in Example 12) instead of (S)-tert-butyl 2-(4-aminophenyl)morpholine-4-carboxylate and 1-Methyl-3-phenyl-1H-pyrazole-5-carboxylic acid (CAS-10250-64-3) instead of 3-phenyl-1H-pyrazole-5-carboxylic acid. White solid. MS (ISP): 363.3 ([M+H]+). Reactants: [OH-].[Na+] (NaOH), solution, B(Cl)(Cl)Cl (boron trichloride), C1(=CC=CC2=CC=CC=C12)O (α-naphthol), [Cl-].[Al+3].[Cl-].[Cl-] (aluminium chloride), CSC#N (methyl thiocyanate). The solvent is ClCCCl (1,2-dichloroethane), ClCCCl (1,2-dichloroethane). Run at time 3 hour. Yields the product C(#N)C1=C(C2=CC=CC=C2C=C1)O (2-cyano-1-naphthol). Yield: 62.0%. RXN SMILES: B(Cl)(Cl)Cl.[C:5]1([OH:15])[C:14]2[C:9](=[CH:10][CH:11]=[CH:12][CH:13]=2)[CH:8]=[CH:7][CH:6]=1.[Cl-].[Al+3].[Cl-].[Cl-].[OH-].[Na+].CS[C:24]#[N:25]>ClCCCl>[C:24]([C:6]1[CH:7]=[CH:8][C:9]2[C:14](=[CH:13][CH:12]=[CH:11][CH:10]=2)[C:5]=1[OH:15])#[N:25] |f:2.3.4.5,6.7|. Reported procedure: To 6 ml of a solution of 2.02M of boron trichloride in 1,2-dichloroethane were added a solution of 1.44 g of α-naphthol in 30 ml of 1,2-dichloroethane, 0.82 ml of methyl thiocyanate and 1.33 g of aluminium chloride under ice-cooling. After stirring at room temperature for 3 hr., the reaction mixture was poured into 33 ml of 4N aqueous NaOH and stirred at 75°-78° C. on an oil bath for 30 min. After cooling the aqueous layer was washed with methylene chloride, acidified with 25 ml of 6N HCl and ex... Starting materials: C(C1=CC=CC=C1)(=O)NC1=C(N=NS1)C(=O)N (5-Benzoylamino-[1,2,3]thiadiazole-4-carboxylic acid amide), C(C)NC1=C(N=NS1)C(=O)N (5-Ethylamino-[1,2,3]thiadiazole-4-carboxylic acid amide), C(CCCCC)NC1=C(N=NS1)C(=O)N (5-Hexylamino-[1,2,3]thiadiazole-4-carboxylic acid amide). The product is C(C1=CC=CC=C1)NC1=C(N=NS1)C(=O)N (5-Benzylamino-[1,2,3]thiadiazole-4-carboxylic acid amide). As a reaction SMILES: [C:1]([NH:9][C:10]1[S:14][N:13]=[N:12][C:11]=1[C:15]([NH2:17])=[O:16])(=O)[C:2]1[CH:7]=[CH:6][CH:5]=[CH:4][CH:3]=1.C(NC1SN=NC=1C(N)=O)C.C(NC1SN=NC=1C(N)=O)CCCCC>>[CH2:1]([NH:9][C:10]1[S:14][N:13]=[N:12][C:11]=1[C:15]([NH2:17])=[O:16])[C:2]1[CH:3]=[CH:4][CH:5]=[CH:6][CH:7]=1. Procedure details: 5-Benzoylamino-[1,2,3]thiadiazole-4-carboxylic acid amide; 5-Ethylamino-[1,2,3]thiadiazole-4-carboxylic acid amide; 5-Hexylamino-[1,2,3]thiadiazole-4-carboxylic acid amide;